This data is from the Open Reaction Database (ORD), a public repository of structured organic reaction records. The task is: describe an organic reaction: reactants, conditions, products, and yield Starting materials: [Br-], CC(C)CC[Mg+], C1CCOC1, COc1ccc(CN2C(=O)CN(Cc3ccc(C=O)s3)S2(=O)=O)c(OC)c1. Product: COc1ccc(CN2C(=O)CN(Cc3ccc(C(O)CCC(C)C)s3)S2(=O)=O)c(OC)c1. RXN SMILES: [Br-:28].[CH2:29]([CH2:30][CH:31]([CH3:32])[CH3:33])[Mg+:34].[CH2:35]1[O:36][CH2:37][CH2:38][CH2:39]1.[CH3:1][O:2][c:3]1[c:4]([CH2:5][N:6]2[C:7](=[O:21])[CH2:8][N:9]([CH2:13][c:14]3[cH:15][cH:16][c:17]([CH:19]=[O:20])[s:18]3)[S:10]2(=[O:11])=[O:12])[cH:22][cH:23][c:24]([O:26][CH3:27])[cH:25]1>>[CH3:1][O:2][c:3]1[c:4]([CH2:5][N:6]2[C:7](=[O:21])[CH2:8][N:9]([CH2:13][c:14]3[cH:15][cH:16][c:17]([CH:19]([OH:20])[CH2:29][CH2:30][CH:31]([CH3:32])[CH3:33])[s:18]3)[S:10]2(=[O:11])=[O:12])[cH:22][cH:23][c:24]([O:26][CH3:27])[cH:25]1. Starting materials: C(C)N1C(C(N=C(C2=C1C=C(C(=C2)OC)OC)C2=CC=CC=C2)CC=2C=C(C#N)C=CC2)=O (3-[(1-ethyl-7,8-dimethoxy-2-oxo-5-phenyl-2,3-dihydro-1H-1,4-benzodiazepin-3-yl)methyl]benzonitrile), atmosphere, OO (H2O2), [OH-].[Na+] (NaOH). The solvent is C(C)O (ethanol), O (water), O (water). Product: C(C)N1C(C(N=C(C2=C1C=C(C(=C2)OC)OC)C2=CC=CC=C2)CC=2C=C(C(=O)N)C=CC2)=O (3-[(1-ethyl-7,8-dimethoxy-2-oxo-5-phenyl-2,3-dihydro-1H-1,4-benzodiazepin-3-yl)methyl]benzamide). The yield is 59.0%. As a reaction SMILES: [CH2:1]([N:3]1[C:9]2[CH:10]=[C:11]([O:16][CH3:17])[C:12]([O:14][CH3:15])=[CH:13][C:8]=2[C:7]([C:18]2[CH:23]=[CH:22][CH:21]=[CH:20][CH:19]=2)=[N:6][CH:5]([CH2:24][C:25]2[CH:26]=[C:27]([CH:30]=[CH:31][CH:32]=2)[C:28]#[N:29])[C:4]1=[O:33])[CH3:2].[OH:34]O.[OH-].[Na+]>C(O)C.O>[CH2:1]([N:3]1[C:9]2[CH:10]=[C:11]([O:16][CH3:17])[C:12]([O:14][CH3:15])=[CH:13][C:8]=2[C:7]([C:18]2[CH:23]=[CH:22][CH:21]=[CH:20][CH:19]=2)=[N:6][CH:5]([CH2:24][C:25]2[CH:26]=[C:27]([CH:30]=[CH:31][CH:32]=2)[C:28]([NH2:29])=[O:34])[C:4]1=[O:33])[CH3:2] |f:2.3|. Procedure: To a solution of 40 mg (0.91 mmol) of 3-[(1-ethyl-7,8-dimethoxy-2-oxo-5-phenyl-2,3-dihydro-1H-1,4-benzodiazepin-3-yl)methyl]benzonitrile (IIcp) in 1 ml of ethanol, add under an inert atmosphere 27 μl (0.27 mmol) of 30% (m/m) H2O2 in water, 36 μl (0.018 mmol) of 0.5 M NaOH in water. Stir under reflux for 12 hours. Evaporate to dryness. Take up in a 25 ml of a water-ice mixture. Filter the solid, wash twice with 20 ml of water and once with 5 ml of ether. One obtains 24 mg of the abovenamed produc... Reactants: hydrochloride salt, N=C1N(CCC1)C (2-imino-1-methylpyrrolidine), BrC1=C(C(=CC(=C1)Br)Br)N=C=O (2,4,6-tribromophenylisocyanate), ( 4 ). Solvent: C1=CC=CC=C1 (benzene). The product is CN1C(CCC1)=NC(=O)NC1=C(C=C(C=C1Br)Br)Br (1-(1-methyl-2-pyrrolidylidene)-3-(2,4,6-tribromophenyl)urea). Reaction SMILES: [NH:1]=[C:2]1[CH2:6][CH2:5][CH2:4][N:3]1[CH3:7].[Br:8][C:9]1[CH:14]=[C:13]([Br:15])[CH:12]=[C:11]([Br:16])[C:10]=1[N:17]=[C:18]=[O:19]>C1C=CC=CC=1>[CH3:7][N:3]1[CH2:4][CH2:5][CH2:6][C:2]1=[N:1][C:18]([NH:17][C:10]1[C:11]([Br:16])=[CH:12][C:13]([Br:15])=[CH:14][C:9]=1[Br:8])=[O:19]. Reported procedure: The hydrochloride salt of 2-imino-1-methylpyrrolidine (6.73 g.; 0.05 mole) is converted to free base (4.0 g.; 0.05 mole -- assuming 100% conversion) by adding 5 ml. of 50% NaOH to an aqueous slurry (minimal amount of water) of the salt and benzene extraction. After drying over K2CO3, the benzene solution is stirred at room temperature and 16.79 g. (0.0472 mole) of 2,4,6-tribromophenylisocyanate [made according to the method of K. Inukai and Y. Maki, Kogyo Kagaku Zasshi, 70 (4), 491-4 (1967)] dis...